From a dataset of the Open Reaction Database (ORD), a public repository of structured organic reaction records. describe an organic reaction: reactants, conditions, products, and yield The solvent is CC(C)O (2-propanol), C(CO)O (ethylene glycol). Starting materials: C1CC(NC2CCC3=C(C12)C=CC=C3)=O (hexahydrobenzo[f]quinolin-3-one), N (ammonia), ClC1=CC=C(C=C1)CC(=O)O (p-chlorophenylacetic acid), CN (methylamine). Yields the product CN1C(CC[C@@]2(C3=C(CC=C12)C=C(C=C3)Cl)C)=O ((R)(+)-4-methyl-8-chloro-10b-methyl-1,2,3,4,6,10b-hexahydro-benzo[f]quinolin-3-one), CN1C(CC[C@]2(C3=C(CC[C@H]12)C=C(C=C3)Cl)C)=O ((+) -trans-4-methyl-8-chloro-10b-methyl-1,2,3,4,4a,5,6,10b-octahydrobenzo[f]quinolin -3-one). Reaction SMILES: [Cl:1][C:2]1[CH:7]=[CH:6][C:5]([CH2:8][C:9](O)=O)=[CH:4][CH:3]=1.[CH3:12]N.N.[CH2:15]1[CH:24]2[CH:19](CCC3C=CC=C[C:23]=32)[NH:18][C:17](=[O:29])[CH2:16]1>C(O)CO.CC(O)C>[CH3:12][N:18]1[C:19]2[C@@:8]([CH3:9])([C:5]3[CH:4]=[CH:3][C:2]([Cl:1])=[CH:7][C:6]=3[CH2:23][CH:24]=2)[CH2:15][CH2:16][C:17]1=[O:29].[CH3:12][N:18]1[C@@H:19]2[C@:8]([CH3:9])([C:5]3[CH:4]=[CH:3][C:2]([Cl:1])=[CH:7][C:6]=3[CH2:23][CH2:24]2)[CH2:15][CH2:16][C:17]1=[O:29]. Reported procedure: By following the procedures described in Example 40, Steps A, B, C, D, E and F using p-chlorophenylacetic acid as the starting material and in Step F using methylamine rather than ammonia and 2-propanol rather than ethylene glycol, the compound (R)(+)-4-methyl-8-chloro-10b-methyl-1,2,3,4,6,10b-hexahydro-benzo[f]quinolin-3-one was prepared. This hexahydrobenzo[f]quinolin-3-one was reduced according to the procedure described in Example 40, Step G. The crude product was purified by chromatography ... Reactants: C(C1=CC=CC=C1)OC1=CC2=C(NC(=NS2(=O)=O)C=2C(C(C3=CC=CC=C3C2O)(CCC(C)C)CCC(C)C)=O)C=C1 (3-[7-(benzyloxy)-1,1-dioxido-4H-1,2,4-benzothiadiazin-3-yl]-4-hydroxy-1,1-diisopentyl-2(1 H)-naphthalenone), C(C1=CC=CC=C1)OC1=CC2=C(NC(=NS2(=O)=O)C=2C(C(C3=CC=CC=C3C2O)(CCC)CCC)=O)C=C1 (3-[7-(benzyloxy)-1,1-dioxido-4H-1,2,4-benzothiadiazin-3-yl]-4-hydroxy-1,1-dipropyl-2(1 H)-naphthalenone). The product is OC1=C(C(C(C2=CC=CC=C12)(CCC(C)C)CCC(C)C)=O)C1=NS(C2=C(N1)C=CC(=C2)O)(=O)=O (4-hydroxy-3-(7-hydroxy-1,1-dioxido-4H-1,2,4-benzothiadiazin-3-yl)-1,1-diisopentyl-2(1 H)-naphthalenone). As a reaction SMILES: C([O:8][C:9]1[CH:42]=[CH:41][C:12]2[NH:13][C:14]([C:19]3[C:20](=[O:40])[C:21]([CH2:35][CH2:36][CH:37]([CH3:39])[CH3:38])([CH2:30][CH2:31][CH:32]([CH3:34])[CH3:33])[C:22]4[C:27]([C:28]=3[OH:29])=[CH:26][CH:25]=[CH:24][CH:23]=4)=[N:15][S:16](=[O:18])(=[O:17])[C:11]=2[CH:10]=1)C1C=CC=CC=1.C(OC1C=CC2NC(C3C(=O)C(CCC)(CCC)C4C(C=3O)=CC=CC=4)=NS(=O)(=O)C=2C=1)C1C=CC=CC=1>>[OH:29][C:28]1[C:27]2[C:22](=[CH:23][CH:24]=[CH:25][CH:26]=2)[C:21]([CH2:35][CH2:36][CH:37]([CH3:39])[CH3:38])([CH2:30][CH2:31][CH:32]([CH3:34])[CH3:33])[C:20](=[O:40])[C:19]=1[C:14]1[NH:13][C:12]2[CH:41]=[CH:42][C:9]([OH:8])=[CH:10][C:11]=2[S:16](=[O:17])(=[O:18])[N:15]=1. Procedure: The title compound was prepared by the procedure of Example 2G, substituting the product of Example 7B for the product of Example 2F. 1H NMR (300 MHz, DMSO-d6): δ 13.69 (s, 1 H), 10.42 (s, 1 H), 8.17 (d, J=7.72 Hz, 1 H), 7.77 (m, 1 H), 7.56 (m, 3 H), 7.19 (m, 2 H), 2.12 (m, 4 H), 1.29 (m, 2 H), 0.75 (m, 14 H), 0.38 (m, 2 H).